From a dataset of the Open Reaction Database (ORD), a public repository of structured organic reaction records. describe an organic reaction: reactants, conditions, products, and yield Reactants: COC([C@H]1NCCC1)=O (L-proline methyl ester), C1(CCCCC1)N=C=NC1CCCCC1 (N,N'-dicyclohexylcarbodiimide), ice, OC=1C(=C(C(=O)O)C=CC1)[N+](=O)[O-] (3-hydroxy-2-nitrobenzoic acid), ClCCl (dichloromethane). Solvent: CN(C)C=O (N,N'-dimethylformamide). The product is COC([C@H]1N(CCC1)C(C1=C(C(=CC=C1)O)[N+](=O)[O-])=O)=O (1-(3-hydroxy-2-nitrobenzoyl)-L-proline methyl ester). Isolated yield 82.3%. Reaction SMILES: [CH3:1][O:2][C:3](=[O:9])[C@@H:4]1[CH2:8][CH2:7][CH2:6][NH:5]1.C1(N=C=NC2CCCCC2)CCCCC1.[OH:25][C:26]1[C:27]([N+:35]([O-:37])=[O:36])=[C:28]([CH:32]=[CH:33][CH:34]=1)[C:29](O)=[O:30].ClCCl>CN(C=O)C>[CH3:1][O:2][C:3](=[O:9])[C@@H:4]1[CH2:8][CH2:7][CH2:6][N:5]1[C:29](=[O:30])[C:28]1[CH:32]=[CH:33][CH:34]=[C:26]([OH:25])[C:27]=1[N+:35]([O-:37])=[O:36]. Procedure: 12.9 g of L-proline methyl ester and 21.0 g of N,N'-dicyclohexylcarbodiimide were successively added to an ice-cooled and constantly stirred solution of 18.3 g of 3-hydroxy-2-nitrobenzoic acid dissolved in a mixture consisting of 360 ml of dichloromethane and 30 ml of N,N'-dimethylformamide, and then the same treatment as in Example 1 was carried out. Thus, there was obtained 24.2 g of 1-(3-hydroxy-2-nitrobenzoyl)-L-proline methyl ester as a yellow-colored needle-like crystal having a melting po... The reactants are COC(=O)C=Cc1ccc(C(C)(C)C)cc1NCC(C)C, CO, Cl, [Na+], [OH-], O. Yields the product CC(C)CNc1cc(C(C)(C)C)ccc1C=CC(=O)O. RXN SMILES: [CH3:1][O:2][C:3]([CH:4]=[CH:5][c:6]1[c:7]([NH:16][CH2:17][CH:18]([CH3:19])[CH3:20])[cH:8][c:9]([C:12]([CH3:13])([CH3:14])[CH3:15])[cH:10][cH:11]1)=[O:21].[CH3:25][OH:26].[ClH:24].[Na+:23].[OH-:22].[OH2:27]>>[O:2]=[C:3]([CH:4]=[CH:5][c:6]1[c:7]([NH:16][CH2:17][CH:18]([CH3:19])[CH3:20])[cH:8][c:9]([C:12]([CH3:13])([CH3:14])[CH3:15])[cH:10][cH:11]1)[OH:21]. As a reaction SMILES: [C:1]([C@:3]1([OH:23])[C@H:8]([CH3:9])[CH2:7][C@H:6]2[C@H:10]3[C:19](=[CH:20][CH2:21][C@:4]12[CH3:5])[C:18]1[CH2:17][CH2:16][C:15](=[O:22])[CH2:14][C:13]=1[CH2:12][CH2:11]3)#[CH:2].C(Cl)Cl.ClC1C(=O)C(C#N)=C(C#N)C(=O)C=1Cl>C1C=CC=CC=1>[C:1]([C@:3]1([OH:23])[C@H:8]([CH3:9])[CH2:7][C@H:6]2[C@H:10]3[C:19]([CH:20]=[CH:21][C@:4]12[CH3:5])=[C:18]1[C:13](=[CH:14][C:15](=[O:22])[CH2:16][CH2:17]1)[CH2:12][CH2:11]3)#[CH:2]. Reaction conditions: time 5 hour. Run in C1=CC=CC=C1 (benzene). Starting materials: C(Cl)Cl (methylene chloride), C(#C)[C@]1([C@]2(C)[C@@H](C[C@H]1C)[C@@H]1CCC=3CC(CCC3C1=CC2)=O)O (17α-ethynyl-17β-hydroxy-16α-methyl-5(10),9(11)-estradien-3-one), ClC1=C(C(C(=C(C1=O)C#N)C#N)=O)Cl (dichlorodicyano-p-benzoquinone). Procedure: 1.9 g of 17α-ethynyl-17β-hydroxy-16α-methyl-5(10),9(11)-estradien-3-one is dissolved in 60 ml of benzene and 20 ml of methylene chloride and combined at room temperature dropwise with a solution of 3.5 g of dichlorodicyano-p-benzoquinone. The mixture is agitated for 5 hours at room temperature and worked up as described in Example A. Crystallization of ether yields 1.65 g of 17α-ethynyl-17β-hydroxy-16α-methyl-4,9,11-estratrien-3-one, m.p. 176°-179° C. Yields the product C(#C)[C@]1([C@]2(C)[C@@H](C[C@H]1C)[C@@H]1CCC3=CC(CCC3=C1C=C2)=O)O (17α-ethynyl-17β-hydroxy-16α-methyl-4,9,11-estratrien-3-one). Isolated yield 87.4%. The reactants are CN(C1CCN(C(=O)OC(C)(C)C)CC1)C1COC1, ClCCl, O=C(O)C(F)(F)F. The product is CN(C1CCNCC1)C1COC1. Reaction SMILES: [C:1]([O:2][C:3](=[O:4])[N:8]1[CH2:9][CH2:10][CH:11]([N:14]([CH:15]2[CH2:16][O:17][CH2:18]2)[CH3:19])[CH2:12][CH2:13]1)([CH3:5])([CH3:6])[CH3:7].[Cl:27][CH2:28][Cl:29].[F:20][C:21]([F:22])([F:23])[C:24]([OH:25])=[O:26]>>[NH:8]1[CH2:9][CH2:10][CH:11]([N:14]([CH:15]2[CH2:16][O:17][CH2:18]2)[CH3:19])[CH2:12][CH2:13]1. The reactants are C(C(C)C)OC1=C(C(=O)C=2C=CC(=C(C2)CCC(=O)O)OCC(C)C)C=CC(=C1)OCC(C)C (3-[5-(2,4-diisobutoxybenzoyl)-2-isobutoxyphenyl]-propionic acid), aqueous solution, [OH-].[Na+] (sodium hydroxide). Solvent: C(C)O (ethanol). Run at time 10 minute. Product: C(C(C)C)OC1=C(C(=O)C=2C=CC(=C(C2)CCC(=O)[O-])OCC(C)C)C=CC(=C1)OCC(C)C.[Na+] (sodium 3-[5-(2,4-diisobutoxybenzoyl)-2-isobutoxyphenyl]-propionate). RXN SMILES: [CH2:1]([O:5][C:6]1[CH:29]=[C:28]([O:30][CH2:31][CH:32]([CH3:34])[CH3:33])[CH:27]=[CH:26][C:7]=1[C:8]([C:10]1[CH:11]=[CH:12][C:13]([O:21][CH2:22][CH:23]([CH3:25])[CH3:24])=[C:14]([CH2:16][CH2:17][C:18]([OH:20])=[O:19])[CH:15]=1)=[O:9])[CH:2]([CH3:4])[CH3:3].[OH-].[Na+:36]>C(O)C>[CH2:1]([O:5][C:6]1[CH:29]=[C:28]([O:30][CH2:31][CH:32]([CH3:34])[CH3:33])[CH:27]=[CH:26][C:7]=1[C:8]([C:10]1[CH:11]=[CH:12][C:13]([O:21][CH2:22][CH:23]([CH3:25])[CH3:24])=[C:14]([CH2:16][CH2:17][C:18]([O-:20])=[O:19])[CH:15]=1)=[O:9])[CH:2]([CH3:4])[CH3:3].[Na+:36] |f:1.2,4.5|. Reported procedure: In 90 ml of ethanol is dissolved 9.0 g of 3-[5-(2,4-diisobutoxybenzoyl)-2-isobutoxyphenyl]-propionic acid. After adding 18.2 ml of 1 mol/L aqueous solution of sodium hydroxide, the mixture is stirred at ambient temperature for 10 minutes. The solvent is distilled off from the reaction mixture under reduced pressure, and the residue is purified by reverse phase silica gel column chromatography [eluent; acetonitrile:water=1:1] to obtain 7.6 g of sodium 3-[5-(2,4-diisobutoxybenzoyl)-2-isobutoxyphen...